Dataset: the Open Reaction Database (ORD), a public repository of structured organic reaction records. Task: describe an organic reaction: reactants, conditions, products, and yield Reactants: CN(C1=CC=CC=C1)C=O (N-methylformanilide), ClC1=CC=C(C=C1)N1N=C2C(=CC1=O)CCCC1=C2C=CS1 (2-(4 -chlorophenyl)-2,5,6,7-tetrahydro-3H-thieno-[2',3':6,7]cyclohepta[1,2-c]pyridazin-3-one). Run in O(Cl)Cl (oxychloride). Product: ClC1=CC=C(C=C1)N1N=C2C(=CC1=O)CCCC1=C2C=C(S1)C=O (2-(4-chlorophenyl)-9-formyl-2,5,6,7-tetrahydro-3H-thieno-[2',3':6,7]-cyclohepta[1,2-c]pyridazin-3-one). The yield is 46.1%. Reaction SMILES: CN([CH:9]=[O:10])C1C=CC=CC=1.[Cl:11][C:12]1[CH:17]=[CH:16][C:15]([N:18]2[C:23](=[O:24])[CH:22]=[C:21]3[CH2:25][CH2:26][CH2:27][C:28]4[S:32][CH:31]=[CH:30][C:29]=4[C:20]3=[N:19]2)=[CH:14][CH:13]=1>O(Cl)Cl>[Cl:11][C:12]1[CH:17]=[CH:16][C:15]([N:18]2[C:23](=[O:24])[CH:22]=[C:21]3[CH2:25][CH2:26][CH2:27][C:28]4[S:32][C:31]([CH:9]=[O:10])=[CH:30][C:29]=4[C:20]3=[N:19]2)=[CH:14][CH:13]=1. Procedure details: A mixture of 0.45 g of N-methylformanilide in 0.33 ml of phosphrus oxychloride was stirred at room temperature for an hour and 0.5 g of 2-(4 -chlorophenyl)-2,5,6,7-tetrahydro-3H-thieno-[2',3':6,7]cyclohepta[1,2-c]pyridazin-3-one was added thereto. After stirring at room temperature for 2 hours, the mixture was poured into ice-cold water and extracted with ethyl acetate. The extract was washed with water, dried over anhydrous magnesium sulfate and concentrated in vacuo. The residue was chromatogr...